Dataset: the Open Reaction Database (ORD), a public repository of structured organic reaction records. Task: describe an organic reaction: reactants, conditions, products, and yield Reactants: Cc1nccn1-c1ccc(Nc2nc3c(c(Cc4ccccc4)n2)CSCC3)cc1, ClCCl, O=C(OO)c1cccc(Cl)c1. Yields the product Cc1nccn1-c1ccc(Nc2nc3c(c(Cc4ccccc4)n2)CS(=O)CC3)cc1. RXN SMILES: [CH2:1]([c:2]1[cH:3][cH:4][cH:5][cH:6][cH:7]1)[c:8]1[c:9]2[c:10]([n:11][c:12]([NH:14][c:15]3[cH:16][cH:17][c:18](-[n:21]4[c:22]([CH3:26])[n:23][cH:24][cH:25]4)[cH:19][cH:20]3)[n:13]1)[CH2:27][CH2:28][S:29][CH2:30]2.[Cl:42][CH2:43][Cl:44].[OH:31][O:32][C:33]([c:34]1[cH:35][c:36]([Cl:37])[cH:38][cH:39][cH:40]1)=[O:41]>>[CH2:1]([c:2]1[cH:3][cH:4][cH:5][cH:6][cH:7]1)[c:8]1[c:9]2[c:10]([n:11][c:12]([NH:14][c:15]3[cH:16][cH:17][c:18](-[n:21]4[c:22]([CH3:26])[n:23][cH:24][cH:25]4)[cH:19][cH:20]3)[n:13]1)[CH2:27][CH2:28][S:29](=[O:31])[CH2:30]2. The solvent is ClC1=C(C=CC=C1)Cl (1,2-dichlorobenzene). Reaction SMILES: O[C:2]1[CH:7]=[CH:6][N:5]=[C:4]([C:8]([F:11])([F:10])[F:9])[CH:3]=1.S(Cl)([Cl:14])=O>ClC1C=CC=CC=1Cl.CN(C=O)C>[Cl:14][C:2]1[CH:7]=[CH:6][N:5]=[C:4]([C:8]([F:11])([F:10])[F:9])[CH:3]=1. Product: ClC1=CC(=NC=C1)C(F)(F)F (4-chloro-2-trifluoromethyl-pyridine). The reactants are OC1=CC(=NC=C1)C(F)(F)F (4-Hydroxy-2-trifluoromethylpyridine), S(=O)(Cl)Cl (Thionylchloride). Procedure: 4-Hydroxy-2-trifluoromethylpyridine (6.4 g, 39 mmol) was dissolved in 1,2-dichlorobenzene (64 g). Thionylchloride (23.2 g, 195 mmol) and DMF (10 drops) were added to the reaction mixture which was then heated to 70 to 80° C. After about 2 hours the reaction was completed and excess thionyl chloride was removed at an elevated temperature. The desired product was distilled under reduced pressure (50° C., 15 mbar) to yield 4-chloro-2-trifluoromethyl-pyridine (6.5 g, 36 mmol, yield: 92%). If require... Run at temperature 75 celsius, time 2 hour. Isolated yield 92.3%. Reagents/catalysts: CN(C)C=O (DMF).